From a dataset of the Open Reaction Database (ORD), a public repository of structured organic reaction records. describe an organic reaction: reactants, conditions, products, and yield Starting materials: C(C)(C)O (Isopropanol), C(C)C1C(CCCC1)O (2-Ethylcyclohexanol), CCOCC (ether). Solvent: CC(=O)C.OS(=O)(=O)O.O=[Cr](=O)=O (Jones reagent), CC(=O)C (acetone). Product: C(C)C1C(CCCC1)=O (2-ethylcyclohexanone). Yield: 91.3%. As a reaction SMILES: [CH2:1]([CH:3]1[CH2:8][CH2:7][CH2:6][CH2:5][CH:4]1[OH:9])[CH3:2].C(O)(C)C.CCOCC>CC(C)=O.CC(C)=O.OS(O)(=O)=O.O=[Cr](=O)=O>[CH2:1]([CH:3]1[CH2:8][CH2:7][CH2:6][CH2:5][C:4]1=[O:9])[CH3:2] |f:4.5.6|. Procedure details: 2-Ethylcyclohexanol (1.6 moles, 204 g, 226 mL) was stirred in 3.2 L of acetone at 0° C. and treated with 8N Jones reagent (prepared from 106.8 g of CrO3 suspended in 92 mL of concentrated sulfuric acid and diluted to 400 mL with water) until the orange color persisted (~430 mL). Isopropanol was then added to turn the solution green again after which it was poured into 2 L of ether. The product was washed with 6×500 mL of brine, dried over MgSO4 and stripped of solvent. Short path distillation (b... The reactants are [Cl-].[NH4+] (ammonium chloride), ClC=1C=C(C=C(C1)Cl)O (3,5-dichlorophenol), [Si](C)(C)(C(C)(C)C)Cl (tert-butyldimethylsilyl chloride), N1C=NC=C1 (imidazole). Run in CN(C=O)C (N,N-dimethylformamide). Conditions: temperature 20 celsius, time 3 hour. Yields the product ClC=1C=C(C=C(C1)Cl)O[Si](C)(C)C(C)(C)C (3,5-dichloro-1[[(1,1-dimethylethyl) dimethylsilyl]-oxy]-benzene). Isolated yield 105.4%. As a reaction SMILES: [Cl:1][C:2]1[CH:3]=[C:4]([OH:9])[CH:5]=[C:6]([Cl:8])[CH:7]=1.[Si:10](Cl)([C:13]([CH3:16])([CH3:15])[CH3:14])([CH3:12])[CH3:11].N1C=CN=C1.[Cl-].[NH4+]>CN(C)C=O>[Cl:1][C:2]1[CH:3]=[C:4]([O:9][Si:10]([C:13]([CH3:16])([CH3:15])[CH3:14])([CH3:12])[CH3:11])[CH:5]=[C:6]([Cl:8])[CH:7]=1 |f:3.4|. Procedure: A mixture of 5.02 g of 3,5-dichlorophenol, 5.57 g of tert-butyldimethylsilyl chloride, 5.24 g of imidazole and 50 ml of N,N-dimethylformamide was stirred at 20° C. for 3 hours and then was poured into a saturated solution of ammonium chloride and extracted with dichloromethane. The organic phase was dried over magnesium sulfate and concentrated under reduced pressure to obtain 9 g of residue is obtained which was chromatographed on silica, eluant: essence G with 1/00 of triethylamine to obtain 7... The reactants are BrCC(=O)C1=COC2=CC=CC=C2C1=O (3-(bromoacetyl)chromone), C(C)(C)N (isopropylamine), 30g, C([O-])([O-])=O.[K+].[K+] (potassium carbonate). Solvent: C(Cl)Cl (methylene chloride). Run at time 4 hour. Product: CC(C)NC=C1C(COC2=C(C1=O)C=CC=C2)=O (2,4-Dihydro-4-([(1-methylethyl)amino]methylene)-1-benzoxepin-3,5-dione). Isolated yield 68.0%. Reaction SMILES: Br[CH2:2][C:3]([C:5]1[C:14](=[O:15])[C:13]2[C:8](=[CH:9][CH:10]=[CH:11][CH:12]=2)[O:7][CH:6]=1)=[O:4].[CH:16]([NH2:19])([CH3:18])[CH3:17].C(=O)([O-])[O-].[K+].[K+]>C(Cl)Cl>[CH3:17][CH:16]([NH:19][CH:6]=[C:5]1[C:14](=[O:15])[C:13]2[CH:12]=[CH:11][CH:10]=[CH:9][C:8]=2[O:7][CH2:2][C:3]1=[O:4])[CH3:18] |f:2.3.4|. Reported procedure: A mixture of 8.0g (0.03 mole) of 3-(bromoacetyl)chromone, 3.78g (0.064 mole) of isopropylamine, 200ml of methylene chloride and 30g of powdered anhydrous potassium carbonate was stirred at room temperature for 4 hours. The solids were filtered and the dark filtrate was filtered through layer of silica gel. This filtrate was concentrated to dryness. Recrystallization from ether gave 5.0g (68%) of product; m.p. 89°-91°. Recrystallization from isopropyl ether gave pure product; m.p. 92°-93°. The reactants are CC(=O)OC(C)=O, [H][H], CCOC(=O)C(=NO)C(C)=O. RXN SMILES: [CH3:12][C:13](=[O:14])[O:15][C:16](=[O:17])[CH3:18].[H:19][H:20].[N:1]([OH:2])=[C:3]([C:4](=[O:5])[O:6][CH2:7][CH3:8])[C:9](=[O:10])[CH3:11]>>[NH:1]([CH:3]([C:4](=[O:5])[O:6][CH2:7][CH3:8])[C:9](=[O:10])[CH3:11])[C:13]([CH3:12])=[O:14]. Product: CCOC(=O)C(NC(C)=O)C(C)=O. The reactants are COC1=NC=2N(C(=C1)N1CCN(CC1)C(=O)OC(C)(C)C)N=CC2 (tert-Butyl 4-(5-methoxy-pyrazolo[1,5-a]pyrimidin-7-yl)piperazine-1-carboxylate), FC(C(=O)O)(F)F (trifluoroacetic acid). The solvent is ClCCl (dichloromethane). Product: COC1=NC=2N(C(=C1)N1CCNCC1)N=CC2 (5-Methoxy-7-piperazin-1-yl-pyrazolo[1,5-a]pyrimidine). The yield is 75.3%. Reaction SMILES: [CH3:1][O:2][C:3]1[CH:8]=[C:7]([N:9]2[CH2:14][CH2:13][N:12](C(OC(C)(C)C)=O)[CH2:11][CH2:10]2)[N:6]2[N:22]=[CH:23][CH:24]=[C:5]2[N:4]=1.FC(F)(F)C(O)=O>ClCCl>[CH3:1][O:2][C:3]1[CH:8]=[C:7]([N:9]2[CH2:10][CH2:11][NH:12][CH2:13][CH2:14]2)[N:6]2[N:22]=[CH:23][CH:24]=[C:5]2[N:4]=1. Procedure details: tert-Butyl 4-(5-methoxy-pyrazolo[1,5-a]pyrimidin-7-yl)piperazine-1-carboxylate (1.186 g, 3.56 mmol) was stirred for 10 minutes at room temperature in a 1:1 mixture of dichloromethane and trifluoroacetic acid. The mixture was evaporated to dryness under reduced pressure, the residue was dissolved in water, the resulting solution was washed with dichloromethane, basified with 4M NaOH and extracted with dichloromethane (3×). The combined organic phases were washed with water, dried over magnesium s... Starting materials: C(C(=O)OCC)(=O)OCC (diethyl oxalate), C(C)OC(CC1=CC(=CC=C1)Cl)=O (ethyl(3-chlorophenyl)acetate). Yields the product O=C(C(=O)OCC)C(C(=O)OCC)C1=CC(=CC=C1)Cl (Diethyl 2-oxo-3-(3-chlorophenyl)succinate). As a reaction SMILES: [C:1]([O:8][CH2:9][CH3:10])(=[O:7])[C:2]([O:4]CC)=O.[CH2:11]([O:13][C:14](=[O:23])[CH2:15][C:16]1[CH:21]=[CH:20][CH:19]=[C:18]([Cl:22])[CH:17]=1)[CH3:12]>>[O:4]=[C:2]([CH:15]([C:16]1[CH:21]=[CH:20][CH:19]=[C:18]([Cl:22])[CH:17]=1)[C:14]([O:13][CH2:11][CH3:12])=[O:23])[C:1]([O:8][CH2:9][CH3:10])=[O:7]. Procedure details: The title compound is prepared according to the method of Klioze and Ehrgott (U.S. Pat. No. 4,216,218) from diethyl oxalate and ethyl(3-chlorophenyl)acetate. The reactants are CC(=O)C1=CC(=CC(=C1O)Cl)Cl (3,5-Dichloro-2-hydroxyacetophenone), [BH4-].[Na+] (sodium borohydride). Run in C(C)O (ethanol). Product: ClC1=C(C(=CC(=C1)Cl)C(C)O)O (2,4-dichloro-6-(1'-hydroxy ethyl) phenol). The yield is 79.2%. Reaction SMILES: [CH3:1][C:2]([C:4]1[C:9]([OH:10])=[C:8]([Cl:11])[CH:7]=[C:6]([Cl:12])[CH:5]=1)=[O:3].[BH4-].[Na+]>C(O)C>[Cl:11][C:8]1[CH:7]=[C:6]([Cl:12])[CH:5]=[C:4]([CH:2]([OH:3])[CH3:1])[C:9]=1[OH:10] |f:1.2|. Procedure: 3,5-Dichloro-2-hydroxyacetophenone (40 g) was treated in ethanol with sodium borohydride (4 g). The solid reaction product was recrystallized from benzene to give 2,4-dichloro-6-(1'-hydroxy ethyl) phenol (32 g, m.p. 70°).